From a dataset of the Open Reaction Database (ORD), a public repository of structured organic reaction records. describe an organic reaction: reactants, conditions, products, and yield The reactants are BrCc1ccccc1, CCOC(=O)CC1CCC(NC(=O)OC(C)(C)C)CN1, CC#N, CCN(C(C)C)C(C)C. Product: CCOC(=O)CC1CCC(NC(=O)OC(C)(C)C)CN1Cc1ccccc1. Reaction SMILES: [Br:30][CH2:31][c:32]1[cH:33][cH:34][cH:35][cH:36][cH:37]1.[C:1]([CH3:2])([CH3:3])([CH3:4])[O:5][C:6](=[O:7])[NH:8][CH:9]1[CH2:10][CH2:11][CH:12]([CH2:15][C:16](=[O:17])[O:18][CH2:19][CH3:20])[NH:13][CH2:14]1.[CH3:38][C:39]#[N:40].[CH:21]([N:22]([CH2:23][CH3:24])[CH:25]([CH3:26])[CH3:27])([CH3:28])[CH3:29]>>[C:1]([CH3:2])([CH3:3])([CH3:4])[O:5][C:6](=[O:7])[NH:8][CH:9]1[CH2:10][CH2:11][CH:12]([CH2:15][C:16](=[O:17])[O:18][CH2:19][CH3:20])[N:13]([CH2:31][c:32]2[cH:33][cH:34][cH:35][cH:36][cH:37]2)[CH2:14]1. The reactants are CCOC(C)=O, CCO, CC1(C)CC(c2ccccn2)c2cc(C(=O)O)ccc2O1, O=CO, O=S(Cl)Cl. The product is COC(=O)c1ccc2c(c1)C(c1ccccn1)CC(C)(C)O2. Reaction SMILES: [C:28]([O:29][CH2:30][CH3:31])(=[O:32])[CH3:33].[CH2:25]([OH:26])[CH3:27].[CH3:1][C:2]1([CH3:21])[O:3][c:4]2[c:5]([cH:14][c:15]([C:18](=[O:19])[OH:20])[cH:16][cH:17]2)[CH:6]([c:8]2[n:9][cH:10][cH:11][cH:12][cH:13]2)[CH2:7]1.[CH:22]([OH:23])=[O:24].[S:34]([Cl:35])([Cl:36])=[O:37]>>[CH3:1][C:2]1([CH3:21])[O:3][c:4]2[c:5]([cH:14][c:15]([C:18](=[O:19])[O:20][CH3:22])[cH:16][cH:17]2)[CH:6]([c:8]2[n:9][cH:10][cH:11][cH:12][cH:13]2)[CH2:7]1. Starting materials: O=C([O-])[O-], BrCc1coc(Cc2ccccc2)c1, C1CCOC1, CN(C)P(=O)(N(C)C)N(C)C, CC1(C)C(Oc2ccc(Cl)cc2)C1C(=O)O, [K+], [K+]. The product is CC1(C)C(Oc2ccc(Cl)cc2)C1C(=O)OCc1coc(Cc2ccccc2)c1. RXN SMILES: [C:17](=[O:18])([O-:19])[O-:20].[CH2:34]([c:35]1[cH:36][cH:37][cH:38][cH:39][cH:40]1)[c:41]1[cH:42][c:43]([CH2:46][Br:47])[cH:44][o:45]1.[CH2:48]1[O:49][CH2:50][CH2:51][CH2:52]1.[CH3:23][N:24]([CH3:25])[P:26](=[O:27])([N:28]([CH3:29])[CH3:30])[N:31]([CH3:32])[CH3:33].[Cl:1][c:2]1[cH:3][cH:4][c:5]([O:6][CH:7]2[C:8]([CH3:13])([CH3:14])[CH:9]2[C:10](=[O:11])[OH:12])[cH:15][cH:16]1.[K+:21].[K+:22]>>[Cl:1][c:2]1[cH:3][cH:4][c:5]([O:6][CH:7]2[C:8]([CH3:13])([CH3:14])[CH:9]2[C:10](=[O:11])[O:12][CH2:46][c:43]2[cH:42][c:41]([CH2:34][c:35]3[cH:36][cH:37][cH:38][cH:39][cH:40]3)[o:45][cH:44]2)[cH:15][cH:16]1. The reactants are ice water, CC1=C(C(=NC(=N1)C1=CC=CC=C1)C1=CC(=CC=C1)[N+](=O)[O-])C(=O)OC (methyl 6-methyl-4-(3-nitrophenyl)-2-phenyl-5-pyrimidinecarboxylate), pyridinium bromide perbromide, Br.C(C)(=O)O (hydrogen bromide acetic acid). Solvent: C(C)(=O)O (acetic acid). Run at time 2 hour. Product: BrCC1=C(C(=NC(=N1)C1=CC=CC=C1)C1=CC(=CC=C1)[N+](=O)[O-])C(=O)OC (methyl 6-bromomethyl-4-(3-nitrophenyl)-2-phenyl-5-pyrimidinecarboxylate). The yield is 66.4%. As a reaction SMILES: [CH3:1][C:2]1[N:7]=[C:6]([C:8]2[CH:13]=[CH:12][CH:11]=[CH:10][CH:9]=2)[N:5]=[C:4]([C:14]2[CH:19]=[CH:18][CH:17]=[C:16]([N+:20]([O-:22])=[O:21])[CH:15]=2)[C:3]=1[C:23]([O:25][CH3:26])=[O:24].C1C=C[NH+]=CC=1.[Br:33][Br-]Br.Br.C(O)(=O)C>C(O)(=O)C>[Br:33][CH2:1][C:2]1[N:7]=[C:6]([C:8]2[CH:13]=[CH:12][CH:11]=[CH:10][CH:9]=2)[N:5]=[C:4]([C:14]2[CH:19]=[CH:18][CH:17]=[C:16]([N+:20]([O-:22])=[O:21])[CH:15]=2)[C:3]=1[C:23]([O:25][CH3:26])=[O:24] |f:1.2,3.4|. Reported procedure: A mixture of methyl 6-methyl-4-(3-nitrophenyl)-2-phenyl-5-pyrimidinecarboxylate (5 g), pyridinium bromide perbromide (5.6 g) and 25% hydrogen bromide-acetic acid (5 ml) in acetic acid (200 ml) was stirred for 2 hours at room temperature. The reaction mixture was poured into ice water (200 ml) and stirred for 10 minutes. The resulting precipitates were collected and dissolved in a mixture of chloroform (50 ml) and water (50 ml). The separated organic layer was washed with saturated aqueous sodium... The reactants are COCCO[AlH2-]OCCOC, Cc1cccc2c1SCCC(=O)N2, Cc1ccccc1, ClC(Cl)Cl, [Na+], [Na+], [OH-]. The product is Cc1cccc2c1SCCCN2. RXN SMILES: [CH3:15][O:16][CH2:17][CH2:18][O:19][AlH2-:20][O:21][CH2:22][CH2:23][O:24][CH3:25].[CH3:1][c:2]1[cH:3][cH:4][cH:5][c:6]2[c:12]1[S:11][CH2:10][CH2:9][C:8](=[O:13])[NH:7]2.[CH3:32][c:33]1[cH:34][cH:35][cH:36][cH:37][cH:38]1.[Cl:28][CH:29]([Cl:30])[Cl:31].[Na+:14].[Na+:27].[OH-:26]>>[CH3:1][c:2]1[cH:3][cH:4][cH:5][c:6]2[c:12]1[S:11][CH2:10][CH2:9][CH2:8][NH:7]2. Starting materials: ClC1=CC=C(C(=O)N2C(SC3=C2C=CC=C3)C#N)C=C1 (3-(4-chlorobenzoyl)-2,3-dihydrobenzo[d]thiazole-2-carbonitrile), F[B-](F)(F)F.[H+] (tetrafluoroboric acid), C(#CC(=O)OC)C(=O)OC (dimethyl acetylenedicarboxylate). Run in ClCCl (dichloromethane), CN(C)C=O (DMF). Conditions: time 3 hour. Product: ClC1=CC=C(C=C1)C1=C(C(=C2SC3=C(N21)C=CC=C3)C(=O)OC)C(=O)OC (dimethyl 1-(4-chlorophenyl)benzo[d]pyrrolo[2,1-b]thiazole-2,3-dicarboxylate). RXN SMILES: [Cl:1][C:2]1[CH:20]=[CH:19][C:5]([C:6]([N:8]2[C:12]3[CH:13]=[CH:14][CH:15]=[CH:16][C:11]=3[S:10][CH:9]2C#N)=O)=[CH:4][CH:3]=1.F[B-](F)(F)F.[H+].[C:27]([C:33]([O:35][CH3:36])=[O:34])#[C:28][C:29]([O:31][CH3:32])=[O:30]>ClCCl.CN(C=O)C>[Cl:1][C:2]1[CH:3]=[CH:4][C:5]([C:6]2[N:8]3[C:9]([S:10][C:11]4[CH:16]=[CH:15][CH:14]=[CH:13][C:12]=43)=[C:28]([C:29]([O:31][CH3:32])=[O:30])[C:27]=2[C:33]([O:35][CH3:36])=[O:34])=[CH:19][CH:20]=1 |f:1.2|. Procedure details: To a solution of 3-(4-chlorobenzoyl)-2,3-dihydrobenzo[d]thiazole-2-carbonitrile (9.12 g, 30.0 mmol) in dichloromethane (50 mL) was added dropwise 9 mL of tetrafluoroboric acid (HBF4). The solution was stirred for 3 h at room temperature. The brown precipitates appeared were collected by filtration and the filter cake was washed with ether. The solid salt was added to a solution of dimethyl acetylenedicarboxylate (12.7 g, 90.0 mmol) in DMF (40 mL) and then warmed at 35° C. for 14 h. The reaction ... Starting materials: O=C([O-])[O-], COC(=O)CCc1ccc(O)cc1C, CC#N, FC(F)(F)c1ccc(-c2ccc(CCl)s2)cc1, [Cs+], [Cs+]. Yields the product COC(=O)CCc1ccc(OCc2ccc(-c3ccc(C(F)(F)F)cc3)s2)cc1C. Reaction SMILES: [C:32](=[O:33])([O-:34])[O-:35].[CH3:18][O:19][C:20]([CH2:21][CH2:22][c:23]1[c:24]([CH3:30])[cH:25][c:26]([OH:29])[cH:27][cH:28]1)=[O:31].[CH3:38][C:39]#[N:40].[Cl:1][CH2:2][c:3]1[s:4][c:5](-[c:8]2[cH:9][cH:10][c:11]([C:14]([F:15])([F:16])[F:17])[cH:12][cH:13]2)[cH:6][cH:7]1.[Cs+:36].[Cs+:37]>>[CH2:2]([c:3]1[s:4][c:5](-[c:8]2[cH:9][cH:10][c:11]([C:14]([F:15])([F:16])[F:17])[cH:12][cH:13]2)[cH:6][cH:7]1)[O:29][c:26]1[cH:25][c:24]([CH3:30])[c:23]([CH2:22][CH2:21][C:20]([O:19][CH3:18])=[O:31])[cH:28][cH:27]1. Starting materials: ClCC=1C=C(C(=O)C2=CN(C3=CC=CC=C23)CCCC(=O)OCC)C=CC1 (ethyl 4-[3-[3-(chloromethyl)benzoyl]-indol-1-yl]butyrate), C(C(C)C)C1=CC=C(N)C=C1 (4-isobutylaniline), C([O-])([O-])=O.[K+].[K+] (potassium carbonate). Solvent: CN(C=O)C (N,N-dimethylformamide). Run at temperature 100 celsius. Product: C(C(C)C)C1=CC=C(C=C1)NCC=1C=C(C(=O)C2=CN(C3=CC=CC=C23)CCCC(=O)OCC)C=CC1 (ethyl 4-[3-[3-[(4-isobutylphenyl)aminomethyl]benzoyl]indol-1-yl]butyrate). The yield is 42.2%. Reaction SMILES: Cl[CH2:2][C:3]1[CH:4]=[C:5]([CH:25]=[CH:26][CH:27]=1)[C:6]([C:8]1[C:16]2[C:11](=[CH:12][CH:13]=[CH:14][CH:15]=2)[N:10]([CH2:17][CH2:18][CH2:19][C:20]([O:22][CH2:23][CH3:24])=[O:21])[CH:9]=1)=[O:7].[CH2:28]([C:32]1[CH:38]=[CH:37][C:35]([NH2:36])=[CH:34][CH:33]=1)[CH:29]([CH3:31])[CH3:30].C(=O)([O-])[O-].[K+].[K+]>CN(C)C=O>[CH2:28]([C:32]1[CH:33]=[CH:34][C:35]([NH:36][CH2:2][C:3]2[CH:4]=[C:5]([CH:25]=[CH:26][CH:27]=2)[C:6]([C:8]2[C:16]3[C:11](=[CH:12][CH:13]=[CH:14][CH:15]=3)[N:10]([CH2:17][CH2:18][CH2:19][C:20]([O:22][CH2:23][CH3:24])=[O:21])[CH:9]=2)=[O:7])=[CH:37][CH:38]=1)[CH:29]([CH3:31])[CH3:30] |f:2.3.4|. Procedure details: A mixture of ethyl 4-[3-[3-(chloromethyl)benzoyl]-indol-1-yl]butyrate (42.1 mg), 4-isobutylaniline (18.0 mg) and potassium carbonate (30.3 mg) in N,N-dimethylformamide (5 ml) was heated at 50° C. for 20 hours and at 100° C. for 2.5 hours. The mixture was worked up in an usual manner and purified by this layer silica gel chromatography eluting with a mixture of chloroform, hexane and ethyl acetate (6:2:1) to give ethyl 4-[3-[3-[(4-isobutylphenyl)aminomethyl]benzoyl]indol-1-yl]butyrate (23 mg) as ... Reactants: C(C)(C)(C)OC(=O)N([C@@H](C)C(=O)O)C1=CC(=CC(=C1)F)F (N-t-butoxycarbonyl(3,5-difluorophenyl)alanine), C(=O)([O-])[O-].[K+].[K+] (K2CO3), COS(=O)(=O)OC (dimethylsulfate), CCCCCCC (heptane). Solvent: C1CCOC1 (THF), C(C)(=O)OCC (ethyl acetate). Product: COC([C@@H](N(C(=O)OC(C)(C)C)C1=CC(=CC(=C1)F)F)C)=O (N-t-butoxycarbonyl(3,5-difluorophenyl)alanine methyl ester). The yield is 86.0%. RXN SMILES: [C:1]([O:5][C:6]([N:8]([C:14]1[CH:19]=[C:18]([F:20])[CH:17]=[C:16]([F:21])[CH:15]=1)[C@H:9]([C:11]([OH:13])=[O:12])[CH3:10])=[O:7])([CH3:4])([CH3:3])[CH3:2].[C:22]([O-])([O-])=O.[K+].[K+].COS(OC)(=O)=O.CCCCCCC>C1COCC1.C(OCC)(=O)C>[CH3:22][O:12][C:11](=[O:13])[C@H:9]([CH3:10])[N:8]([C:14]1[CH:15]=[C:16]([F:21])[CH:17]=[C:18]([F:20])[CH:19]=1)[C:6]([O:5][C:1]([CH3:2])([CH3:3])[CH3:4])=[O:7] |f:1.2.3|. Reported procedure: N-t-butoxycarbonyl(3,5-difluorophenyl)alanine (2.6 g, 8.6 mmol) in 35 mL of dry THF under nitrogen is stirred with 2.0 g (14.5 mmol) of pulverized K2CO3 and 1.0 mL (10.5 mmol) of dimethylsulfate at 40° C. for 17 h. The mixture is diluted with ethyl acetate, washed twice with 1 N KH2PO4, once with 1 N NaHCO3, twice with water, and finally with brine. The organic phase is dried with Na2SO4 and concentrated to a sticky solid. Trituration with heptane affords 2.32 g (7.4 mmol, 85%) of N-t-butoxycarb...